From a dataset of the Open Reaction Database (ORD), a public repository of structured organic reaction records. describe an organic reaction: reactants, conditions, products, and yield The reactants are ice water, S(=O)(O)[O-].[Na+] (Sodium hydrogen sulfite), COC=1C=CC(=C(C(=O)N)C1)N (5-methoxy-2-aminobenzamide), C1(=CC=CC2=CC=CC=C12)C=O (1-naphthaldehyde). The solvent is CN(C(C)=O)C (N,N-dimethylacetamide). Run at temperature 150 celsius, time 3 hour. The product is COC=1C=C2C(NC(=NC2=CC1)C1=CC=CC2=CC=CC=C12)=O (6-methoxy-2-(naphthalen-1-yl)-4-quinazolinone). Reaction SMILES: S([O-])(O)=O.[Na+].[CH3:6][O:7][C:8]1[CH:9]=[CH:10][C:11]([NH2:17])=[C:12]([CH:16]=1)[C:13]([NH2:15])=[O:14].[C:18]1([CH:28]=O)[C:27]2[C:22](=[CH:23][CH:24]=[CH:25][CH:26]=2)[CH:21]=[CH:20][CH:19]=1>CN(C)C(=O)C>[CH3:6][O:7][C:8]1[CH:16]=[C:12]2[C:11](=[CH:10][CH:9]=1)[N:17]=[C:28]([C:18]1[C:27]3[C:22](=[CH:23][CH:24]=[CH:25][CH:26]=3)[CH:21]=[CH:20][CH:19]=1)[NH:15][C:13]2=[O:14] |f:0.1|. Procedure details: Sodium hydrogen sulfite (0.8 g, 7.5 mmol) was added to a solution of 5-methoxy-2-aminobenzamide (9) (1.2 g, 7.3 mmol) and 1-naphthaldehyde (14) (1.1 g, 7.3 mmol) in N,N-dimethylacetamide (DMAC) (20 mL). The mixture was heated with stirring at 150° C. for 3 h and poured into ice water (200 mL). The precipitate was collected, washed with water, and dried in vacuo. After purification by column chromatography (silica gel; chloroform) and then recrystallization from EtOH, 6-methoxy-2-(naphthalen-1-yl... The reactants are ClC1=CC=C(CN2C(=C(C3=CC(=CC=C23)OC(C2=CC=CC=C2)=O)CC2=CC=CC=C2)CC(C(=O)OC)(C)C)C=C1 (Methyl 3-[N-(p-Chlorobenzyl)-3-benzyl-5-(benzoyloxy)indol-2-yl]-2,2-dimethylpropanoate), ClC1=CC=C(CN2C(=C(C3=CC(=CC=C23)OC(C2=CC=CC=C2)=O)C(C2=CC=CC=C2)=O)CC(C(=O)OC)(C)C)C=C1 (Methyl 3-[N-(p-chlorobenzyl)-3-benzoyl-5-benzoyloxyindol-2-yl]-2,2-dimethylpropanoate). Product: ClC1=CC=C(CN2C(=C(C3=CC(=CC=C23)OCC2=NC3=CC=CC=C3C=C2)CC2=CC=CC=C2)CC(C(=O)O)(C)C)C=C1 (3-[N-(p-Chlorobenzyl)-3-benzyl-5-(quinolin-2-yl-methoxy)indol-2-yl]-2,2-dimethylpropanoic acid). As a reaction SMILES: [Cl:1][C:2]1[CH:41]=[CH:40][C:5]([CH2:6][N:7]2[C:15]3[C:10](=[CH:11][C:12]([O:16][C:17](=O)[C:18]4[CH:23]=[CH:22][CH:21]=[CH:20][CH:19]=4)=[CH:13][CH:14]=3)[C:9]([CH2:25][C:26]3[CH:31]=[CH:30][CH:29]=[CH:28][CH:27]=3)=[C:8]2[CH2:32][C:33]([CH3:39])([CH3:38])[C:34]([O:36]C)=[O:35])=[CH:4][CH:3]=1.ClC1C=C[C:46]([CH2:47][N:48]2C3C(=CC(OC(=O)C4C=CC=CC=4)=CC=3)C(C(=O)C3C=CC=CC=3)=C2CC(C)(C)C(OC)=O)=[CH:45]C=1>>[Cl:1][C:2]1[CH:41]=[CH:40][C:5]([CH2:6][N:7]2[C:15]3[C:10](=[CH:11][C:12]([O:16][CH2:17][C:18]4[CH:23]=[CH:22][C:21]5[C:47](=[CH:46][CH:45]=[CH:19][CH:20]=5)[N:48]=4)=[CH:13][CH:14]=3)[C:9]([CH2:25][C:26]3[CH:31]=[CH:30][CH:29]=[CH:28][CH:27]=3)=[C:8]2[CH2:32][C:33]([CH3:39])([CH3:38])[C:34]([OH:36])=[O:35])=[CH:4][CH:3]=1. Reported procedure: The title compound was prepared under the conditions described in Step B and Step C of Example 9 but substituting the ester from Example 10 (Step A) for the ester of Example 9 (Step A), m.p. 178° C. Starting materials: Cl.N1=C(C=CC=C1)C1(CCCC1)CC(=N)N (2-(1-pyridin-2-yl-cyclopentyl)-acetamidine hydrochloride), C(C)(C)(C)OC(\C(=C(\C(=O)O)/OCC1=CC=CC=C1)\O)=O ((E)-2-benzyloxy-3-hydroxy-but-2-enedioic acid 4-tert-butyl ester), C[O-].[Na+] (sodium methoxide). The solvent is CO (methanol). Reaction conditions: time 16 hour. Yields the product C(C)(C)(C)OC(=O)C1=NC(=NC(=C1OCC1=CC=CC=C1)O)CC1(CCCC1)C1=NC=CC=C1 (5-benzyloxy-6-hydroxy-2-(1-pyridin-2-yl-cyclopentylmethyl)-pyrimidine-4-carboxylic acid tert-butyl ester). The yield is 73.2%. RXN SMILES: Cl.[N:2]1[CH:7]=[CH:6][CH:5]=[CH:4][C:3]=1[C:8]1([CH2:13][C:14]([NH2:16])=[NH:15])[CH2:12][CH2:11][CH2:10][CH2:9]1.[C:17]([O:21][C:22](=[O:37])/[C:23](/O)=[C:24](\[O:28][CH2:29][C:30]1[CH:35]=[CH:34][CH:33]=[CH:32][CH:31]=1)/[C:25](O)=[O:26])([CH3:20])([CH3:19])[CH3:18].C[O-].[Na+]>CO>[C:17]([O:21][C:22]([C:23]1[C:24]([O:28][CH2:29][C:30]2[CH:35]=[CH:34][CH:33]=[CH:32][CH:31]=2)=[C:25]([OH:26])[N:16]=[C:14]([CH2:13][C:8]2([C:3]3[CH:4]=[CH:5][CH:6]=[CH:7][N:2]=3)[CH2:12][CH2:11][CH2:10][CH2:9]2)[N:15]=1)=[O:37])([CH3:20])([CH3:18])[CH3:19] |f:0.1,3.4|. Procedure: To a stirred solution of 2-(1-pyridin-2-yl-cyclopentyl)-acetamidine hydrochloride (435) (1 g, 3.55 mmol) and 2-benzyloxy-3-hydroxy-but-2-enedioic acid 4-tert-butyl ester 1-methyl ester (4) (1.638 g, 5.319 mmol) in methanol (15 mL), sodium methoxide (25% in methanol) (2.3 mL, 10.638 mmol) was dropwise added at 0° C. Then reaction mixture was allowed to stir at room temperature for 16 h. Then reaction mixture was quenched with aqueous HCl (1N; 5 mL) and the methanol was removed under reduced press... Starting materials: [F-].[K+] (Potassium fluoride), CC1(OB(OC1(C)C)C1=CC=C(S1)C(=O)OC)C (Methyl 5-(4,4,5,5-tetramethyl-1,3,2-dioxaborolan-2-yl)thiophene-2-carboxylate), C(C=C)NCC1=CC=C(S1)C1=C(N=C(S1)NC(C)=O)C (N-(5-{5-[(allylamino)methyl]-2-thienyl}-4-methyl-1,3-thiazol-2-yl)acetamide), IC1=C(N=C(S1)NC(C)=O)C (N-(5-iodo-4-methyl-1,3-thiazol-2-yl)acetamide), C(=O)C1=CC=C(S1)C1=C(N=C(S1)NC(C)=O)C (N-[5-(5-formyl-2-thienyl)-4-methyl-1,3-thiazol-2-yl]acetamide). The reagents and catalysts are C1=CC=C(C=C1)P([C-]2C=CC=C2)C3=CC=CC=C3.C1=CC=C(C=C1)P([C-]2C=CC=C2)C3=CC=CC=C3.Cl[Pd]Cl.[Fe+2] (Pd(dppf)Cl2). Solvent: CO (MeOH), C1(=CC=CC=C1)C (Toluene). Conditions: temperature 120 celsius. Yields the product C(C)(=O)NC=1SC(=C(N1)C)C1=CC=C(S1)C(=O)OC (methyl 5-[2-(acetylamino)-4-methyl-1,3-thiazol-5-yl]thiophene-2-carboxylate), COC(=O)C1=CC=C(S1)C=1SC(=CC1)C(=O)OC ([2,2′]-bithiophenyl-5,5′-dicarboxylic acid dimethyl ester). As a reaction SMILES: I[C:2]1[S:6][C:5]([NH:7][C:8](=[O:10])[CH3:9])=[N:4][C:3]=1[CH3:11].[CH:12]([C:14]1[S:18][C:17](C2SC(NC(=O)C)=NC=2C)=[CH:16][CH:15]=1)=[O:13].[F-].[K+].CC1(C)C(C)(C)OB([C:39]2[S:43][C:42]([C:44]([O:46][CH3:47])=[O:45])=[CH:41][CH:40]=2)O1.C(NCC1SC(C2SC(N[C:65](=[O:67])C)=NC=2C)=CC=1)C=C>C1(C)C=CC=CC=1.CO.C1C=CC(P(C2C=CC=CC=2)[C-]2C=CC=C2)=CC=1.C1C=CC(P(C2C=CC=CC=2)[C-]2C=CC=C2)=CC=1.Cl[Pd]Cl.[Fe+2]>[C:8]([NH:7][C:5]1[S:6][C:2]([C:39]2[S:43][C:42]([C:44]([O:46][CH3:47])=[O:45])=[CH:41][CH:40]=2)=[C:3]([CH3:11])[N:4]=1)(=[O:10])[CH3:9].[CH3:65][O:67][C:12]([C:14]1[S:18][C:17]([C:39]2[S:43][C:42]([C:44]([O:46][CH3:47])=[O:45])=[CH:41][CH:40]=2)=[CH:16][CH:15]=1)=[O:13] |f:2.3,8.9.10.11|. Reported procedure: In a microwave tube, N-(5-iodo-4-methyl-1,3-thiazol-2-yl)acetamide, Intermediate 1 (150 mg; 0.53 mmol; 1 eq) and Pd(dppf)Cl2 (19.5 mg; 0.03 mmol; 0.05 eq.) are suspended in Toluene (3 ml). Potassium fluoride (123.6 mg; 2.13 mmol; 4 eq.) is dissolved in MeOH (3 ml) and is added to the first solution. Methyl 5-(4,4,5,5-tetramethyl-1,3,2-dioxaborolan-2-yl)thiophene-2-carboxylate, Intermediate 2 (213.8 mg; 0.80 mmol; 1.50 eq.) is finally added. The resulting solution is flushed with argon, the tube ... The reactants are ClCCl, OCCn1ncc2c1CCc1c-2sc2ncnc(Nc3ccc(OCc4ccccn4)c(Cl)c3)c12, O, O=S(Br)Br. Product: Clc1cc(Nc2ncnc3sc4c(c23)CCc2c-4cnn2CCBr)ccc1OCc1ccccn1. As a reaction SMILES: [Cl:1][CH2:2][Cl:3].[Cl:4][c:5]1[cH:6][c:7]([NH:19][c:20]2[n:21][cH:22][n:23][c:24]3[c:25]2[c:26]2[c:27]([s:38]3)-[c:28]3[cH:29][n:30][n:31]([CH2:35][CH2:36][OH:37])[c:32]3[CH2:33][CH2:34]2)[cH:8][cH:9][c:10]1[O:11][CH2:12][c:13]1[n:14][cH:15][cH:16][cH:17][cH:18]1.[OH2:43].[S:39]([Br:40])([Br:41])=[O:42]>>[Cl:4][c:5]1[cH:6][c:7]([NH:19][c:20]2[n:21][cH:22][n:23][c:24]3[c:25]2[c:26]2[c:27]([s:38]3)-[c:28]3[cH:29][n:30][n:31]([CH2:35][CH2:36][Br:41])[c:32]3[CH2:33][CH2:34]2)[cH:8][cH:9][c:10]1[O:11][CH2:12][c:13]1[n:14][cH:15][cH:16][cH:17][cH:18]1. Run in CCOC(=O)C (EtOAc). Procedure: A mixture of the product from Step B (90 mg, 0.186 mmol), 4-piperidine-piperidine (125 mg, 0.743 mmol) and K2CO3 (102 mg, 0.743 mmol) in DMF (5 mL) was heated at 70° C. for 17 h. The reaction mixture was diluted with EtOAc and the organic solution was washed with H2O, dried and concentrated. The crude residue was purified by SiO2-gel chromatography (10% NEt3/EtOAc). This product was dissolved in 4.0 M HCl in 1,4-dioxane (1 mL) and concentrated to give the desired compound (72 mg, 74%). API-MS: 5... Reaction SMILES: [Cl:1][C:2]1[CH:26]=[CH:25][C:5]([O:6][CH2:7][C:8]2[N:17]([CH2:18][CH2:19][CH2:20]I)[C:16](=[O:22])[C:15]3[C:10](=[C:11]([O:23][CH3:24])[CH:12]=[CH:13][CH:14]=3)[N:9]=2)=[CH:4][CH:3]=1.C([O-])([O-])=O.[K+].[K+].[CH3:33][N:34]([CH:36]=O)[CH3:35]>CCOC(C)=O>[ClH:1].[ClH:1].[N:34]1([CH:35]2[CH2:11][CH2:10][N:9]([CH2:20][CH2:19][CH2:18][N:17]3[C:16](=[O:22])[C:15]4[C:10](=[C:11]([O:23][CH3:24])[CH:12]=[CH:13][CH:14]=4)[N:9]=[C:8]3[CH2:7][O:6][C:5]3[CH:25]=[CH:26][C:2]([Cl:1])=[CH:3][CH:4]=3)[CH2:8][CH2:7]2)[CH2:36][CH2:26][CH2:2][CH2:3][CH2:33]1 |f:1.2.3,6.7.8|. Starting materials: ClC1=CC=C(OCC2=NC3=C(C=CC=C3C(N2CCCI)=O)OC)C=C1 (2-(4-chloro-phenoxymethyl)-3-(3-iodo-propyl)-8-methoxy-3H-quinazolin-4-one), 4-piperidine piperidine, C(=O)([O-])[O-].[K+].[K+] (K2CO3), CN(C)C=O (DMF). Run at temperature 70 celsius. Yield: 74.0%. The product is Cl.Cl.N1(CCCCC1)C1CCN(CC1)CCCN1C(=NC2=C(C=CC=C2C1=O)OC)COC1=CC=C(C=C1)Cl (3-(3-[1,4′]bipiperidinyl-1′-yl-propyl)-2-(4-chloro-phenoxymethyl)-8-methoxy-3H-quinazolin-4-one dihydrochloride).